Dataset: the Open Reaction Database (ORD), a public repository of structured organic reaction records. Task: describe an organic reaction: reactants, conditions, products, and yield Reactants: C1(=CC=C(C=C1)S(=O)(=O)O)C (p-toluenesulfonic acid), O (water), O1C(OCC1)C=1C(=CC(=C(C1)C1=NC=CN=C1)OC)OC (2-(5-[1,3]Dioxolan-2-yl-2,4-dimethoxy-phenyl)-pyrazine). The solvent is CC(=O)C (acetone). Run at time 3 hour. Yields the product COC1=C(C=O)C=C(C(=C1)OC)C1=NC=CN=C1 (2,4-dimethoxy-5-pyrazin-2-yl-benzaldehyde). The yield is 34.7%. Reaction SMILES: [O:1]1CCO[CH:2]1[C:6]1[C:7]([O:20][CH3:21])=[CH:8][C:9]([O:18][CH3:19])=[C:10]([C:12]2[CH:17]=[N:16][CH:15]=[CH:14][N:13]=2)[CH:11]=1.C1(C)C=CC(S(O)(=O)=O)=CC=1.O>CC(C)=O>[CH3:21][O:20][C:7]1[CH:8]=[C:9]([O:18][CH3:19])[C:10]([C:12]2[CH:17]=[N:16][CH:15]=[CH:14][N:13]=2)=[CH:11][C:6]=1[CH:2]=[O:1]. Reported procedure: Ex-46D: 2-(5-[1,3]Dioxolan-2-yl-2,4-dimethoxy-phenyl)-pyrazine (1.02 g, 3.54 mmol) was dissolved in acetone and p-toluenesulfonic acid (100 mg, 0.53 mmol) and water (5 mL) were added. The solution was stirred for 3 h at room temperature, then concentrated on the rotavap. The resulting mixture was diluted with water (50 mL) and extracted with EtOAc (3×100 mL). The organic phase was washed with 25% saturated aqueous NaHCO3, dried over sodium sulfate, filtered, and concentrated. Drying gave 0.30 g ... The reactants are C1=CC=C(C=C1)P(C2=CC=CC=C2)C3=CC=CC=C3 (PPh3), 4, ClC=CC#C[Si](C)(C)C (1-chloro-4-(trimethylsilyl)-but-1-en-3-yne), C(C)NCC (diethylamine), resultant solution, C1(=CC=CC=C1)OC(=O)N1C=2C=C(C=CC2C23C(CCCC2(C1C#C)O3)=O)OC(C(C)(C)C)=O (N-[(Phenyloxy)carbonyl]-6a, 10a-epoxy-6-ethynyl-10-oxo-3-(trime-thylacetoxy)-5,6,6a, 7,8,9,10,10a-octahydrophenanthridine). The reagents and catalysts are [Pd] (Pd), [Cu]I (CuI). The solvent is C1=CC=CC=C1 (benzene), C1=CC=CC=C1 (benzene). Conditions: temperature 25 celsius, time 15 minute. Product: C1(=CC=CC=C1)OC(=O)N1C=2C=C(C=CC2C23C(CCCC2(C1C#C\C=C/C#C[Si](C)(C)C)O3)=O)OC(C(C)(C)C)=O (N-[(Phenyloxy)carbonyl]-6a, 10a-epoxy-10-oxo-3-(trimethylacetoxy)-6-[6-trimethylsilyl-3(Z)-hexene-1,5-diynyl]-5,6,6a, 7,8,9,10,10a-octahydrophenanthridine). Isolated yield 32.0%. As a reaction SMILES: C1C=CC(P(C2C=CC=CC=2)C2C=CC=CC=2)=CC=1.Cl[CH:21]=[CH:22][C:23]#[C:24][Si:25]([CH3:28])([CH3:27])[CH3:26].C(NCC)C.[C:34]1([O:40][C:41]([N:43]2[CH:56]([C:57]#[CH:58])[C:55]34[O:59][C:50]3([C:51](=[O:60])[CH2:52][CH2:53][CH2:54]4)[C:49]3[CH:48]=[CH:47][C:46]([O:61][C:62](=[O:67])[C:63]([CH3:66])([CH3:65])[CH3:64])=[CH:45][C:44]2=3)=[O:42])[CH:39]=[CH:38][CH:37]=[CH:36][CH:35]=1>C1C=CC=CC=1.[Pd].[Cu]I>[C:34]1([O:40][C:41]([N:43]2[CH:56]([C:57]#[C:58]/[CH:21]=[CH:22]\[C:23]#[C:24][Si:25]([CH3:28])([CH3:27])[CH3:26])[C:55]34[O:59][C:50]3([C:51](=[O:60])[CH2:52][CH2:53][CH2:54]4)[C:49]3[CH:48]=[CH:47][C:46]([O:61][C:62](=[O:67])[C:63]([CH3:65])([CH3:64])[CH3:66])=[CH:45][C:44]2=3)=[O:42])[CH:35]=[CH:36][CH:37]=[CH:38][CH:39]=1. Procedure: A mixture of Pd(PPh3 (4 (185 mg, 0.16 mmol), 1-chloro-4-(trimethylsilyl)-but-1-en-3-yne (0.776 g, 4.89 mmol), and diethylamine(0.51 L, 4.93 mmol) in degassed benzene (5 mL) was stirred at 25° C. for 15 minutes. The resultant solution was added to a mixture of Compound 230 (1.50 g, 3.26 mmol) and CuI (124 mg, 0.65 mmol) in degassed benzene (15 mL) via a syringe followed by stirring at 25° C. for one hour. The reaction mixture was quenched by saturated aqueous NH4Cl, extracted with ethyl ether (80... Reactants: C(Cl)Cl (CH2Cl2), C(=O)([O-])[O-].[Na+].[Na+] (Na2CO3), COC1=C(C#N)C=CC(=C1)B1OC(C(O1)(C)C)(C)C (2-Methoxy-4-(4,4,5,5-tetramethyl-[1,3,2]dioxaborolan-2-yl)-benzonitrile), BrC=1C=NC=C(C1C(C)O)F (1-(3-Bromo-5-Fluoro-pyridin-4-yl)-ethanol). The reagents and catalysts are C1=CC=C(C=C1)P(C2=CC=CC=C2)[C]3[CH][CH][CH][CH]3.C1=CC=C(C=C1)P(C2=CC=CC=C2)[C]3[CH][CH][CH][CH]3.Cl[Pd]Cl.[Fe] (PdCl2(dpPf)). Run in CN(C)C=O (DMF). Reaction conditions: temperature 100 celsius. Yields the product COC1=C(C#N)C=CC(=C1)C=1C=NC=C(C1C(C)O)F (2-Methoxy-4-[5-fluoro-4-(1-hydroxy-ethyl)-pyridin-3-yl]-benzonitrile). The yield is 52.2%. Reaction SMILES: [CH3:1][O:2][C:3]1[CH:10]=[C:9](B2OC(C)(C)C(C)(C)O2)[CH:8]=[CH:7][C:4]=1[C:5]#[N:6].Br[C:21]1[CH:22]=[N:23][CH:24]=[C:25]([F:30])[C:26]=1[CH:27]([OH:29])[CH3:28].C(Cl)Cl.C([O-])([O-])=O.[Na+].[Na+]>CN(C=O)C.C1C=CC(P([C]2[CH][CH][CH][CH]2)C2C=CC=CC=2)=CC=1.C1C=CC(P([C]2[CH][CH][CH][CH]2)C2C=CC=CC=2)=CC=1.Cl[Pd]Cl.[Fe]>[CH3:1][O:2][C:3]1[CH:10]=[C:9]([C:21]2[CH:22]=[N:23][CH:24]=[C:25]([F:30])[C:26]=2[CH:27]([OH:29])[CH3:28])[CH:8]=[CH:7][C:4]=1[C:5]#[N:6] |f:3.4.5,7.8.9.10,^1:49,50,51,52,53,67,68,69,70,71|. Procedure details: To the solution of 2-Methoxy-4-(4,4,5,5-tetramethyl-[1,3,2]dioxaborolan-2-yl)-benzonitrile (259 mg, 1.00 mmol), 1-(3-Bromo-5-Fluoro-pyridin-4-yl)-ethanol (220 mg, 1.00 mmol) and PdCl2(dpPf). CH2Cl2 adduct (65 mg, 0.08 mmol) in DMF (4 mL) was added 2M Na2CO3 solution (1.50 ml, 3.00 mmol) under Nitrogen atmosphere. The mixture was stirred and heated at 100° C. for 4 hrs. After letting cool to room temperature, solvent was removed in vacuo. The resulting residue was dissolved in DCM and sat. NH4Cl ... Reactants: Cc1ccc(C(=O)O)cc1, Cc1ccc(N)c(C)c1. The reagents and catalysts are C1CCC(CC1)N=C=NC2CCCCC2 (DCC), CCOC(=O)C(=NO)C#N (Oxyma). Run in CN(C)C=O (DMF), CN(C)C=O (DMF), CN(C)C=O (DMF), CN(C)C=O (DMF), CN(C)C=O (DMF), CN(C)C=O (DMF). Run at temperature 25 celsius, time 2 hour. Product: Cc1ccc(C(=O)Nc2ccc(C)cc2C)cc1. Isolated yield 73.2%. RXN SMILES: Cc1ccc(N)c(C)c1.Cc1ccc(C(=O)O)cc1.C1CCC(CC1)N=C=NC2CCCCC2.CCOC(=O)C(=NO)C#N.CN(C)C=O>>Cc1ccc(C(=O)Nc2ccc(C)cc2C)cc1. Yields the product COC(=O)c1ccc(NC(=O)C(F)(F)F)cc1. As a reaction SMILES: [CH3:17][Si:18]([CH:19]=[N+:20]=[N-:21])([CH3:22])[CH3:23].[CH3:24][OH:25].[CH3:26][c:27]1[cH:28][cH:29][cH:30][cH:31][cH:32]1.[F:1][C:2]([C:3](=[O:4])[NH:5][c:6]1[cH:7][cH:8][c:9]([C:10](=[O:11])[OH:12])[cH:13][cH:14]1)([F:15])[F:16]>>[F:1][C:2]([C:3](=[O:4])[NH:5][c:6]1[cH:7][cH:8][c:9]([C:10](=[O:11])[O:12][CH3:17])[cH:13][cH:14]1)([F:15])[F:16]. Reactants: C[Si](C)(C)C=[N+]=[N-], CO, Cc1ccccc1, O=C(O)c1ccc(NC(=O)C(F)(F)F)cc1.